This data is from the Open Reaction Database (ORD), a public repository of structured organic reaction records. The task is: describe an organic reaction: reactants, conditions, products, and yield Starting materials: Cc1cc2c(nc1Br)CCCCC2, [Li]CCCC, CCCCCC, Cc1ccccc1, O=Cc1cccc(Cl)c1, O. Yields the product Cc1cc2c(nc1C(O)c1cccc(Cl)c1)CCCCC2. RXN SMILES: [Br:6][c:7]1[c:8]([CH3:18])[cH:9][c:10]2[c:11]([n:12]1)[CH2:13][CH2:14][CH2:15][CH2:16][CH2:17]2.[CH2:1]([Li:2])[CH2:3][CH2:4][CH3:5].[CH3:29][CH2:30][CH2:31][CH2:32][CH2:33][CH3:34].[CH3:35][c:36]1[cH:37][cH:38][cH:39][cH:40][cH:41]1.[Cl:19][c:20]1[cH:21][c:22]([CH:23]=[O:24])[cH:25][cH:26][cH:27]1.[OH2:28]>>[c:7]1([CH:23]([c:22]2[cH:21][c:20]([Cl:19])[cH:27][cH:26][cH:25]2)[OH:24])[c:8]([CH3:18])[cH:9][c:10]2[c:11]([n:12]1)[CH2:13][CH2:14][CH2:15][CH2:16][CH2:17]2. The reactants are BrC=1C=CC(=C(C1)C(CC(C=O)(C(F)(F)F)O)(C)C)OC (4-(5-bromo-2-methoxyphenyl)-2hydroxy-4-methyl-2-(trifluoromethyl)pentanal), NC1=C2C=NNC2=CC=C1 (4-aminoindazole), imine, C1(=CC=CC=C1)C (toluene). The solvent is C(C)(=O)O (acetic acid). Reaction conditions: time 4 day. The product is FC(C(CC(C)(C)C1=C(C=CC(=C1)Br)OC)(O)C=NC1=C2C=NNC2=CC=C1)(F)F (1,1,1-Trifluoro-4-(5-bromo-2-methoxyphenyl)-2-[(1H-indazol-4-yl)iminomethyl]-4-methylpentan-2-ol). The yield is 89.5%. RXN SMILES: [Br:1][C:2]1[CH:3]=[CH:4][C:5]([O:20][CH3:21])=[C:6]([C:8]([CH3:19])([CH3:18])[CH2:9][C:10]([OH:17])([C:13]([F:16])([F:15])[F:14])[CH:11]=O)[CH:7]=1.[NH2:22][C:23]1[CH:31]=[CH:30][CH:29]=[C:28]2[C:24]=1[CH:25]=[N:26][NH:27]2.C1(C)C=CC=CC=1>C(O)(=O)C>[F:14][C:13]([F:15])([F:16])[C:10]([CH:11]=[N:22][C:23]1[CH:31]=[CH:30][CH:29]=[C:28]2[C:24]=1[CH:25]=[N:26][NH:27]2)([OH:17])[CH2:9][C:8]([C:6]1[CH:7]=[C:2]([Br:1])[CH:3]=[CH:4][C:5]=1[O:20][CH3:21])([CH3:18])[CH3:19]. Procedure: 300 mg (0.813 mmol) of 4-(5-bromo-2-methoxyphenyl)-2hydroxy-4-methyl-2-(trifluoromethyl)pentanal is mixed in 1.19 ml of glacial acetic acid with 108.2 mg (0.813 mmol) of 4-aminoindazole, and it is stirred for four days at room temperature. The batch is spun in until a dry state is reached, and the residue is drawn off three times with toluene. Chromatography on silica gel (mobile solvent:ethyl acetate/hexane) yields 352.5 mg (89.5%) of the desired imine (together with the imine of the Desbrom co... Reactants: ClCCl, CSc1ccc(C(CC2CCCO2)C(=O)O)cc1C(F)(F)F, CN(C)C=O, O=C(Cl)C(=O)Cl, Nc1cnccn1, C1CCOC1, O, c1ccncc1. Product: CSc1ccc(C(CC2CCCO2)C(=O)Nc2cnccn2)cc1C(F)(F)F. Reaction SMILES: [CH2:42]([Cl:43])[Cl:44].[CH3:1][S:2][c:3]1[c:4]([C:19]([F:20])([F:21])[F:22])[cH:5][c:6]([CH:9]([C:10](=[O:11])[OH:12])[CH2:13][CH:14]2[O:15][CH2:16][CH2:17][CH2:18]2)[cH:7][cH:8]1.[CH3:51][N:52]([CH3:53])[CH:54]=[O:55].[Cl:23][C:24]([C:25]([Cl:26])=[O:27])=[O:28].[NH2:29][c:30]1[n:31][cH:32][cH:33][n:34][cH:35]1.[O:45]1[CH2:46][CH2:47][CH2:48][CH2:49]1.[OH2:50].[cH:36]1[cH:37][cH:38][n:39][cH:40][cH:41]1>>[CH3:1][S:2][c:3]1[c:4]([C:19]([F:20])([F:21])[F:22])[cH:5][c:6]([CH:9]([C:10](=[O:12])[NH:29][c:30]2[n:31][cH:32][cH:33][n:34][cH:35]2)[CH2:13][CH:14]2[O:15][CH2:16][CH2:17][CH2:18]2)[cH:7][cH:8]1. Starting materials: [H-].[Na+] (sodium hydride), C(CC)C1=CC=C(C=C1)S (4-propylthiophenol), BrC(C(=O)OCC)CCCCCCC (ethyl 2-bromononanoate). Run in C(C)(=O)OCC (ethyl acetate), CN(C=O)C (dimethylformamide). Reaction conditions: time 15 minute. Product: C(CC)C1=CC=C(C=C1)SC(C(=O)OCC)CCCCCCC (Ethyl 2-(4-n-Propylphenylthio)nonanoate). Yield: 81.0%. RXN SMILES: [H-].[Na+].[CH2:3]([C:6]1[CH:11]=[CH:10][C:9]([SH:12])=[CH:8][CH:7]=1)[CH2:4][CH3:5].Br[CH:14]([CH2:20][CH2:21][CH2:22][CH2:23][CH2:24][CH2:25][CH3:26])[C:15]([O:17][CH2:18][CH3:19])=[O:16]>CN(C)C=O.C(OCC)(=O)C>[CH2:3]([C:6]1[CH:11]=[CH:10][C:9]([S:12][CH:14]([CH2:20][CH2:21][CH2:22][CH2:23][CH2:24][CH2:25][CH3:26])[C:15]([O:17][CH2:18][CH3:19])=[O:16])=[CH:8][CH:7]=1)[CH2:4][CH3:5] |f:0.1|. Procedure details: 1.6 g (0.033 mole) sodium hydride (50% dispersion in mineral oil) was added to a solution of 5.0 g (0.033 mole) 4-propylthiophenol in 25 ml anhydrous dimethylformamide. After 15 minutes, 8.8 g (0.033 mole) ethyl 2-bromononanoate (prepared according to J. Labelled Compounds Radiopharm. 14, 713 (1978)) was added and the resulting mixture was stirred at room temperature overnight. The reaction mixture was then diluted with 150 ml ethyl acetate and the resulting mixture was washed with 5×60 ml water... Reactants: OC1=CC=C(C2=CC=CC=C12)C(=O)O (4-hydroxy-1-naphthoic acid), S(O)(O)(=O)=O (sulfuric acid), CO (methanol). The solvent is O (water), C(C)(=O)OCC (ethyl acetate). Run at temperature 70 celsius, time 3 hour. Yields the product OC1=CC=C(C2=CC=CC=C12)C(=O)OC (methyl 4-hydroxy-1-naphthoate). As a reaction SMILES: [OH:1][C:2]1[C:11]2[C:6](=[CH:7][CH:8]=[CH:9][CH:10]=2)[C:5]([C:12]([OH:14])=[O:13])=[CH:4][CH:3]=1.S(=O)(=O)(O)O.[CH3:20]O>O.C(OCC)(=O)C>[OH:1][C:2]1[C:11]2[C:6](=[CH:7][CH:8]=[CH:9][CH:10]=2)[C:5]([C:12]([O:14][CH3:20])=[O:13])=[CH:4][CH:3]=1. Procedure details: To a solution of 4-hydroxy-1-naphthoic acid (2.18 g) in methanol (15 ml) was added sulfuric acid (1.0 ml), and the mixture was stirred at 70° C. for 3 hours. The solution was diluted with water and ethyl acetate. The organic layer was separated and washed with brine. The extract was dried over magnesium sulfate, filtrated and concentrated under reduced pressure. The residue was purified by column chromatography on silica gel with ethyl acetate and hexane to give methyl 4-hydroxy-1-naphthoate (1.... Starting materials: CC(=O)O, CCOC(=O)C(C)(F)CN(c1nc(Cl)ncc1[N+](=O)[O-])C1CCCC1, Cl, [Fe]. The product is CC1(F)CN(C2CCCC2)c2nc(Cl)ncc2NC1=O. RXN SMILES: [CH3:27][C:28](=[O:29])[OH:30].[Cl:1][c:2]1[n:3][cH:4][c:5]([N+:23]([O-:24])=[O:25])[c:6]([N:8]([CH2:9][C:10]([C:11](=[O:12])[O:13][CH2:14][CH3:15])([CH3:16])[F:17])[CH:18]2[CH2:19][CH2:20][CH2:21][CH2:22]2)[n:7]1.[ClH:26].[Fe:31]>>[Cl:1][c:2]1[n:3][cH:4][c:5]2[c:6]([n:7]1)[N:8]([CH:18]1[CH2:19][CH2:20][CH2:21][CH2:22]1)[CH2:9][C:10]([CH3:16])([F:17])[C:11](=[O:12])[NH:23]2.